From a dataset of the Open Reaction Database (ORD), a public repository of structured organic reaction records. describe an organic reaction: reactants, conditions, products, and yield Starting materials: NC1=C2C=CN=CC2=CC=C1 (5-aminoisoquinoline), ICCC (iodopropane), [BH4-].[Na+] (sodium borohydride). Yields the product NC1=C2CCN(CC2=CC=C1)CCC (5-Amino-2-propyl-1,2,3,4-tetrahydroisoquinoline). As a reaction SMILES: [NH2:1][C:2]1[CH:11]=[CH:10][CH:9]=[C:8]2[C:3]=1[CH:4]=[CH:5][N:6]=[CH:7]2.I[CH2:13][CH2:14][CH3:15].[BH4-].[Na+]>>[NH2:1][C:2]1[CH:11]=[CH:10][CH:9]=[C:8]2[C:3]=1[CH2:4][CH2:5][N:6]([CH2:13][CH2:14][CH3:15])[CH2:7]2 |f:2.3|. Reported procedure: The title compound was prepared by treatment of 5-aminoisoquinoline with iodopropane followed by reduction with sodium borohydride using procedures analogous to those described in Preparation 1 and Preparation 2. Starting materials: C([O-])(O)=O.[Na+] (sodium bicarbonate), solution, ClC=1C=NC=C(C1CC(O)C1=CC=C(C2=C1C(CO2)C)OC)Cl (4-[2-(3,5-Dichloro-4-pyridyl)-1-hydroxyethyl]-7-methoxy-3-methyl-2,3-dihydrobenzofuran), C(C)[SiH](CC)CC (triethylsilane). Run in C(Cl)Cl (methylene chloride). Reaction conditions: temperature 0 celsius, time 2 hour. Product: ClC=1C=NC=C(C1CCC1=CC=C(C2=C1C(CO2)C)OC)Cl ((±)-4-[2-(3,5-Dichloro-4-pyridyl)ethyl]-7-methoxy-3-methyl-2,3-dihydrobenzofuran). Yield: 64.9%. Reaction SMILES: [Cl:1][C:2]1[CH:3]=[N:4][CH:5]=[C:6]([Cl:23])[C:7]=1[CH2:8][CH:9]([C:11]1[C:16]2[CH:17]([CH3:20])[CH2:18][O:19][C:15]=2[C:14]([O:21][CH3:22])=[CH:13][CH:12]=1)O.C([SiH](CC)CC)C.C(=O)(O)[O-].[Na+]>C(Cl)Cl>[Cl:1][C:2]1[CH:3]=[N:4][CH:5]=[C:6]([Cl:23])[C:7]=1[CH2:8][CH2:9][C:11]1[C:16]2[CH:17]([CH3:20])[CH2:18][O:19][C:15]=2[C:14]([O:21][CH3:22])=[CH:13][CH:12]=1 |f:2.3|. Procedure: Under an argon atmosphere, a solution (28 ml) of Compound 56a (1.0 g) obtained in Step A in methylene chloride was cooled to −78° C., and then boron trifluoride ether complex (0.69 ml) and triethylsilane (1.35 ml) were successively added thereto, followed by stirring at 0° C. for 2 hours. The reaction solution was poured into a saturated aqueous solution of sodium bicarbonate and the mixture was extracted with chloroform. The organic layer was washed with a saturated saline and dried over anhydr... Starting materials: CCSC1=NC(=O)C(=Cc2ccc3c(cnn3Cc3ccc(C(F)(F)F)cc3C(F)(F)F)c2)S1, OC1CNCCNC1. The product is O=C1N=C(N2CCNCC(O)C2)SC1=Cc1ccc2c(cnn2Cc2ccc(C(F)(F)F)cc2C(F)(F)F)c1. RXN SMILES: [F:1][C:2]([c:3]1[c:4]([CH2:5][n:6]2[n:7][cH:8][c:9]3[cH:10][c:11]([CH:15]=[C:16]4[C:17](=[O:24])[N:18]=[C:19]([S:21][CH2:22][CH3:23])[S:20]4)[cH:12][cH:13][c:14]23)[cH:25][cH:26][c:27]([C:29]([F:30])([F:31])[F:32])[cH:28]1)([F:33])[F:34].[NH:35]1[CH2:36][CH2:37][NH:38][CH2:39][CH:40]([OH:42])[CH2:41]1>>[F:1][C:2]([c:3]1[c:4]([CH2:5][n:6]2[n:7][cH:8][c:9]3[cH:10][c:11]([CH:15]=[C:16]4[C:17](=[O:24])[N:18]=[C:19]([N:35]5[CH2:36][CH2:37][NH:38][CH2:39][CH:40]([OH:42])[CH2:41]5)[S:20]4)[cH:12][cH:13][c:14]23)[cH:25][cH:26][c:27]([C:29]([F:30])([F:31])[F:32])[cH:28]1)([F:33])[F:34]. Reactants: BrCCC(=O)Cl (3-bromopropionyl chloride), S1C(=CC=C1)CC(=O)[O-].[K+] (Potassium thiolacetate), C1NC(CC2=CC=CC=C12)C(=O)O (1,2,3,4-tetrahydroisoquinoline-3-carboxylic acid), [OH-].[Na+] (sodium hydroxide), S1C(=CC=C1)CC(=O)O (thiolacetic acid), C([O-])([O-])=O.[K+].[K+] (potassium carbonate). Run in O (water), O (water). Run at temperature 25 celsius, time 8 hour. Yields the product C(C)(=O)SCCC(=O)N1CC2=CC=CC=C2CC1C(=O)O (2-(3-Acetylthiopropanoyl)-1,2,3,4-Tetrahydroisoquinoline-3-Carboxylic Acid), alkali metal salt. RXN SMILES: [CH2:1]1[C:10]2[C:5](=[CH:6][CH:7]=[CH:8][CH:9]=2)[CH2:4][CH:3]([C:11]([OH:13])=[O:12])[NH:2]1.[OH-].[Na+].BrCCC(Cl)=[O:20].[S:22]1[CH:26]=[CH:25]C=[C:23]1[CH2:27][C:28]([O-:30])=O.[K+].S1C=CC=C1CC(O)=O.C(=O)([O-])[O-].[K+].[K+]>O>[C:26]([S:22][CH2:23][CH2:27][C:28]([N:2]1[CH:3]([C:11]([OH:13])=[O:12])[CH2:4][C:5]2[C:10](=[CH:9][CH:8]=[CH:7][CH:6]=2)[CH2:1]1)=[O:30])(=[O:20])[CH3:25] |f:1.2,4.5,7.8.9|. Procedure: To a solution of 1,2,3,4-tetrahydroisoquinoline-3-carboxylic acid (5.0 g., 0.028 M) and sodium hydroxide (2.26 g., 0.056 M) in water (100 ml.) at 10° C. is slowly added 3-bromopropionyl chloride (2.84 ml., 0.028 M). This mixture is stirred at 25° C. overnight. Potassium thiolacetate, prepared by mixing thiolacetic acid (3.00 ml., 0.042 M) and potassium carbonate (3.90 g., 0.028 M) in water (30 ml.), is added to the reaction mixture which is stirred at 25° C. overnight to yield the title compound...